This data is from the Open Reaction Database (ORD), a public repository of structured organic reaction records. The task is: describe an organic reaction: reactants, conditions, products, and yield Starting materials: COC1=CC=C(C(=O)Cl)C=C1 (4-methoxybenzoyl chloride), ClC1=C(C(=O)Cl)C=CC=C1 (2-chlorobenzoyl chloride), C(C)OC(=O)C1CSC23C(=NCCC21)C=CC=C3 (1,2,3,4-tetrahydro-benzo[b]thieno[2,3-c]pyridine-3-carboxylic acid ethyl ester), C(C)(=O)OC(C)=O (acetic anhydride). Yields the product C(C)OC(=O)C1C(SC23C(=NCCC21)C=CC=C3)C(C)=O (2-Acetyl-1,2,3,4-tetrahydro-benzo[b]thieno[2,3-c]pyridine-3-carboxylic acid ethyl ester), C(C)OC(=O)C1C(SC23C(=NCCC21)C=CC=C3)C(C3=CC=C(C=C3)OC)=O (2-(4-methoxybenzoyl)-1,2,3,4-tetrahydro-benzo[b]thieno[2,3-c]pyridine-3-carboxylic acid ethyl ester). As a reaction SMILES: [CH2:1]([O:3][C:4]([CH:6]1[CH:14]2[C:9]3([CH:18]=[CH:17][CH:16]=[CH:15][C:10]3=[N:11][CH2:12][CH2:13]2)[S:8][CH2:7]1)=[O:5])[CH3:2].[C:19](OC(=O)C)(=[O:21])[CH3:20].[CH3:26][O:27][C:28]1[CH:36]=[CH:35][C:31]([C:32](Cl)=[O:33])=[CH:30][CH:29]=1.ClC1C=CC=CC=1C(Cl)=O>>[CH2:1]([O:3][C:4]([CH:6]1[CH:14]2[C:9]3([CH:18]=[CH:17][CH:16]=[CH:15][C:10]3=[N:11][CH2:12][CH2:13]2)[S:8][CH:7]1[C:19](=[O:21])[CH3:20])=[O:5])[CH3:2].[CH2:1]([O:3][C:4]([CH:6]1[CH:14]2[C:9]3([CH:18]=[CH:17][CH:16]=[CH:15][C:10]3=[N:11][CH2:12][CH2:13]2)[S:8][CH:7]1[C:32](=[O:33])[C:31]1[CH:35]=[CH:36][C:28]([O:27][CH3:26])=[CH:29][CH:30]=1)=[O:5])[CH3:2]. Procedure: 2-Acetyl-1,2,3,4-tetrahydro-benzo[b]thieno[2,3-c]pyridine-3-carboxylic acid ethyl ester and 2-(4-methoxybenzoyl)-1,2,3,4-tetrahydro-benzo[b]thieno[2,3-c]pyridine-3-carboxylic acid ethyl ester were synthesized using 1,2,3,4-tetrahydro-benzo[b]thieno[2,3-c]pyridine-3-carboxylic acid ethyl ester as the starting material by following the same procedure as in Example 5 except that 324 mg of acetic anhydride or 510 mg of 4-methoxybenzoyl chloride, respectively, in place of 614 mg of 2-chlorobenzoyl ch... The reactants are COc1ccc(CN)cc1OC, CN1CCCC1=O, CNc1ncc2cc(-c3c(C)ccc4c(Cl)nccc34)ccc2n1, O. Product: CNc1ncc2cc(-c3c(C)ccc4c(NCc5ccc(OC)c(OC)c5)nccc34)ccc2n1. Reaction SMILES: [CH3:1][O:2][c:3]1[cH:4][c:5]([CH2:6][NH2:7])[cH:8][cH:9][c:10]1[O:11][CH3:12].[CH3:38][N:39]1[CH2:40][CH2:41][CH2:42][C:43]1=[O:44].[Cl:13][c:14]1[n:15][cH:16][cH:17][c:18]2[c:19](-[c:25]3[cH:26][c:27]4[cH:28][n:29][c:30]([NH:35][CH3:36])[n:31][c:32]4[cH:33][cH:34]3)[c:20]([CH3:24])[cH:21][cH:22][c:23]12.[OH2:37]>>[CH3:1][O:2][c:3]1[cH:4][c:5]([CH2:6][NH:7][c:14]2[n:15][cH:16][cH:17][c:18]3[c:19](-[c:25]4[cH:26][c:27]5[cH:28][n:29][c:30]([NH:35][CH3:36])[n:31][c:32]5[cH:33][cH:34]4)[c:20]([CH3:24])[cH:21][cH:22][c:23]23)[cH:8][cH:9][c:10]1[O:11][CH3:12]. Reactants: ClC1=C(C=C(C=C1)C1=NC=2N(C(=C1)C(F)F)N=CC2)C (5-(4-chloro-3-methyl-phenyl)-7-difluoromethyl-pyrazolo[1,5-a]pyrimidine), C(C)(=O)[O-].[Na+] (sodium acetate), ICl (iodine monochloride). Solvent: C(C)(=O)O (acetic acid), C(C)(=O)O (acetic acid), O (water). Conditions: time 19 hour. The product is ClC1=C(C=C(C=C1)C1=NC=2N(C(=C1)C(F)F)N=CC2I)C (5-(4-chloro-3-methyl-phenyl)-3-iodo-7-difluoromethyl-pyrazolo[1,5-a]pyrimidine). The yield is 96.3%. Reaction SMILES: [Cl:1][C:2]1[CH:7]=[CH:6][C:5]([C:8]2[CH:13]=[C:12]([CH:14]([F:16])[F:15])[N:11]3[N:17]=[CH:18][CH:19]=[C:10]3[N:9]=2)=[CH:4][C:3]=1[CH3:20].C([O-])(=O)C.[Na+].[I:26]Cl>C(O)(=O)C.O>[Cl:1][C:2]1[CH:7]=[CH:6][C:5]([C:8]2[CH:13]=[C:12]([CH:14]([F:16])[F:15])[N:11]3[N:17]=[CH:18][C:19]([I:26])=[C:10]3[N:9]=2)=[CH:4][C:3]=1[CH3:20] |f:1.2|. Procedure: To a stirred solution of 5-(4-chloro-3-methyl-phenyl)-7-difluoromethyl-pyrazolo[1,5-a]pyrimidine (5.1 g, 17.4 mmol) in acetic acid (25 mL) was added at room temperature sodium acetate (1.61 g, 19.6 mmol) and drop wise a solution of iodine monochloride (3.19 g, 19.6 mmol) in acetic acid (10 mL). The reaction mixture was stirred at room temperature for 19 h, diluted slowly with water (300 mL), stirred at room temperature for 30 min, the precipitate was filtered off, washed with water and dried to ... Starting materials: N#CC1CCNCC1, CN(C)C=O, Fc1ccc(C(OCCCl)c2ccc(F)cc2)cc1, [I-], [Na+], [Na+], [Na+], O=C([O-])[O-], O. The product is N#CC1CCN(CCOC(c2ccc(F)cc2)c2ccc(F)cc2)CC1. RXN SMILES: [C:20](#[N:21])[CH:22]1[CH2:23][CH2:24][NH:25][CH2:26][CH2:27]1.[CH3:36][N:37]([CH3:38])[CH:39]=[O:40].[F:1][c:2]1[cH:3][cH:4][c:5]([CH:8]([O:9][CH2:10][CH2:11][Cl:12])[c:13]2[cH:14][cH:15][c:16]([F:19])[cH:17][cH:18]2)[cH:6][cH:7]1.[I-:35].[Na+:28].[Na+:29].[Na+:34].[O-:30][C:31](=[O:32])[O-:33].[OH2:41]>>[F:1][c:2]1[cH:3][cH:4][c:5]([CH:8]([O:9][CH2:10][CH2:11][N:25]2[CH2:24][CH2:23][CH:22]([C:20]#[N:21])[CH2:27][CH2:26]2)[c:13]2[cH:14][cH:15][c:16]([F:19])[cH:17][cH:18]2)[cH:6][cH:7]1.